Dataset: the Open Reaction Database (ORD), a public repository of structured organic reaction records. Task: describe an organic reaction: reactants, conditions, products, and yield Reactants: C(=O)(O)[O-].[Na+] (NaHCO3), C(C)OC(=O)C=1C=2N=CC=NC2C(=CC1)C1=C(C(=CC(=C1F)OC)OC)Cl (8-(2-chloro-6-fluoro-3,5-dimethoxy-phenyl)-quinoxaline-5-carboxylic acid ethyl ester), NC1=CC=C(C=N1)CN1CC(NCC1)=O (4-(6-amino-pyridin-3-ylmethyl)-piperazin-2-one), C[Al](C)C (trimethyl aluminum). Run in C(Cl)Cl (DCM), C(Cl)Cl.CO (DCM MeOH). Run at temperature 80 celsius, time 6 hour. The product is O=C1CN(CCN1)CC=1C=CC(=NC1)NC(=O)C=1C=2N=CC=NC2C(=CC1)C1=C(C(=CC(=C1F)OC)OC)Cl (8-(2-Chloro-6-fluoro-3,5-dimethoxy-phenyl)-quinoxaline-5-carboxylic acid [5-(3-oxo-piperazin-1-ylmethyl)-pyridin-2-yl]amide). As a reaction SMILES: C(O[C:4]([C:6]1[C:7]2[N:8]=[CH:9][CH:10]=[N:11][C:12]=2[C:13]([C:16]2[C:21]([F:22])=[C:20]([O:23][CH3:24])[CH:19]=[C:18]([O:25][CH3:26])[C:17]=2[Cl:27])=[CH:14][CH:15]=1)=[O:5])C.[NH2:28][C:29]1[N:34]=[CH:33][C:32]([CH2:35][N:36]2[CH2:41][CH2:40][NH:39][C:38](=[O:42])[CH2:37]2)=[CH:31][CH:30]=1.C[Al](C)C.C([O-])(O)=O.[Na+]>C(Cl)Cl.CO.C(Cl)Cl>[O:42]=[C:38]1[NH:39][CH2:40][CH2:41][N:36]([CH2:35][C:32]2[CH:31]=[CH:30][C:29]([NH:28][C:4]([C:6]3[C:7]4[N:8]=[CH:9][CH:10]=[N:11][C:12]=4[C:13]([C:16]4[C:21]([F:22])=[C:20]([O:23][CH3:24])[CH:19]=[C:18]([O:25][CH3:26])[C:17]=4[Cl:27])=[CH:14][CH:15]=3)=[O:5])=[N:34][CH:33]=2)[CH2:37]1 |f:3.4,5.6|. Procedure details: The title compound was prepared in analogy to the procedure described in Example 115 but using 8-(2-chloro-6-fluoro-3,5-dimethoxy-phenyl)-quinoxaline-5-carboxylic acid ethyl ester (Step 144.1), 4-(6-amino-pyridin-3-ylmethyl)-piperazin-2-one (Step 103.1), 2 equiv of trimethyl aluminum, stirring the reaction mixture for 6 h at 80° C., pouring it onto a saturated aqueous solution of NaHCO3 and DCM. The title compound: ESI-MS: 551.0 [M+H]+; tR=3.59 min (System 1); TLC: Rf=0.13 (DCM/MeOH/NH3aq, 94:5:... RXN SMILES: Cl[C:2]1[CH:3]=[C:4]2[C:9](=[CH:10][CH:11]=1)[N:8]=[C:7]([NH:12][CH2:13][C:14]1[CH:19]=[CH:18][CH:17]=[CH:16][C:15]=1[O:20][CH3:21])[CH:6]=[C:5]2[C:22]1[CH:27]=[CH:26][CH:25]=[CH:24][CH:23]=1.[N:28]1[CH:33]=[CH:32][CH:31]=[C:30]([CH2:34][NH2:35])[CH:29]=1>>[CH3:21][O:20][C:15]1[CH:16]=[CH:17][CH:18]=[CH:19][C:14]=1[CH2:13][NH:12][C:7]1[CH:6]=[C:5]([C:22]2[CH:27]=[CH:26][CH:25]=[CH:24][CH:23]=2)[C:4]2[C:9](=[CH:10][CH:11]=[C:2]([NH:35][CH2:34][C:30]3[CH:29]=[N:28][CH:33]=[CH:32][CH:31]=3)[CH:3]=2)[N:8]=1. The reactants are ClC=1C=C2C(=CC(=NC2=CC1)NCC1=C(C=CC=C1)OC)C1=CC=CC=C1 ((6-chloro-4-phenyl-quinolin-2-yl)-(2-methoxy-benzyl)-amine), N1=CC(=CC=C1)CN (3-picolylamine). Yields the product COC1=C(CNC2=NC3=CC=C(C=C3C(=C2)C2=CC=CC=C2)NCC=2C=NC=CC2)C=CC=C1 (N2-(2-Methoxy-benzyl)-4-phenyl-N6-pyridin-3-ylmethyl-quinoline-2,6-diamine). Reported procedure: The title compound, MS: m/e=447.3 (M+H+), was prepared in accordance with the general method of example 1 B from (6-chloro-4-phenyl-quinolin-2-yl)-(2-methoxy-benzyl)-amine and 3-picolylamine. Starting materials: CC(C)(C)c1nc(C2CCC2)cc(N2CCN(CCCCl)CC2)n1, Cn1c(S)nnc1C(F)(F)F, CN(C)C=O, CCOC(C)=O, [I-], [K+], [Li+], [OH-], O. The product is Cn1c(SCCCN2CCN(c3cc(C4CCC4)nc(C(C)(C)C)n3)CC2)nnc1C(F)(F)F. RXN SMILES: [C:1]([CH3:2])([CH3:3])([CH3:4])[c:5]1[n:6][c:7]([CH:21]2[CH2:22][CH2:23][CH2:24]2)[cH:8][c:9]([N:11]2[CH2:12][CH2:13][N:14]([CH2:17][CH2:18][CH2:19][Cl:20])[CH2:15][CH2:16]2)[n:10]1.[CH3:25][n:26]1[c:27]([SH:35])[n:28][n:29][c:30]1[C:31]([F:32])([F:33])[F:34].[CH3:40][N:41]([CH3:42])[CH:43]=[O:44].[CH3:45][CH2:46][O:47][C:48](=[O:49])[CH3:50].[I-:39].[K+:38].[Li+:36].[OH-:37].[OH2:51]>>[C:1]([CH3:2])([CH3:3])([CH3:4])[c:5]1[n:6][c:7]([CH:21]2[CH2:22][CH2:23][CH2:24]2)[cH:8][c:9]([N:11]2[CH2:12][CH2:13][N:14]([CH2:17][CH2:18][CH2:19][S:35][c:27]3[n:26]([CH3:25])[c:30]([C:31]([F:32])([F:33])[F:34])[n:29][n:28]3)[CH2:15][CH2:16]2)[n:10]1.